Dataset: the Open Reaction Database (ORD), a public repository of structured organic reaction records. Task: describe an organic reaction: reactants, conditions, products, and yield The reactants are Cl (hydrochloric acid), FC(CCC(C#N)C#N)(F)F (2-(3,3,3-trifluoropropyl)malononitrile). The solvent is solution, [F-].C(CCC)[N+](CCCC)(CCCC)CCCC (tetrabutylammonium fluoride), O1CCCC1 (tetrahydrofuran), ClC(=C)C(F)(F)F (2-chloro-3,3,3-trifluoropropene). Run at temperature 0 celsius, time 3 hour. The product is ClC(CC(C#N)(C#N)CCC(F)(F)F)C(F)(F)F (2-(2-chloro-3,3,3-trifluoropropyl)-2-(3,3,3-trifluoropropyl)malononitrile). Reaction SMILES: [F:1][C:2]([F:11])([F:10])[CH2:3][CH2:4][CH:5]([C:8]#[N:9])[C:6]#[N:7].[ClH:12]>[F-].C([N+](CCCC)(CCCC)CCCC)CCC.O1CCCC1.ClC(C(F)(F)F)=C>[Cl:12][CH:3]([C:2]([F:11])([F:10])[F:1])[CH2:4][C:5]([CH2:4][CH2:3][C:2]([F:10])([F:11])[F:1])([C:8]#[N:9])[C:6]#[N:7] |f:2.3|. Procedure: 1.6 g of 2-(3,3,3-trifluoropropyl)malononitrile was dissolved in 20 ml of a solution (1 mol/L) of tetrabutylammonium fluoride in tetrahydrofuran, 5 ml of 2-chloro-3,3,3-trifluoropropene was added thereto at 0° C., and the mixture was stirred at room temperature for 3 hours. Thereafter, dilute hydrochloric acid was added to the reaction mixture, followed by extraction with methyl tert-butyl ether. The organic layer was washed successively with water, aqueous saturated sodium hydrogen carbonate an... Reactants: CN(C(=O)SC=1C=C(CO)C=C(C1)SC(N(C)C)=O)C (3,5-Bis (dimethylcarbamoylthio) benzyl alcohol), [OH-].[Na+] (sodium hydroxide). Procedure details: 3,5-Bis (dimethylcarbamoylthio) benzyl alcohol was treated with sodium hydroxide according to the ordinary method to give 3,5-dimercaptobenzyl alcohol. This alcohol was then brominated in a manner similar to that in EXAMPLE 17, giving 3,5-dimercaptobenzyl bromide, followed by the reaction with urea according to the ordinary method giving 3,5-dimercaptobenzyl mercaptan. Reaction SMILES: CN(C)C([S:5][C:6]1[CH:7]=[C:8]([CH:11]=[C:12]([S:14]C(=O)N(C)C)[CH:13]=1)[CH2:9][OH:10])=O.[OH-].[Na+]>>[SH:5][C:6]1[CH:7]=[C:8]([CH:11]=[C:12]([SH:14])[CH:13]=1)[CH2:9][OH:10] |f:1.2|. Yields the product SC=1C=C(CO)C=C(C1)S (3,5-dimercaptobenzyl alcohol). The reactants are ClC(CCCCCCCCCCCCCCCCCCCCCCCCCCCCC)(Cl)Cl (1,1,1-trichlorotriacontane), raw material, C(CCCCCCCCCCCCCCCCCCC)Br (eicosanyl bromide), C(=CCCCCCCCCC)[Mg]Br (undecenylmagnesium bromide). The product is CCCCCCCCCCCCCCCCCCCCCCCCCCCCCCC (hentriacontane). As a reaction SMILES: Cl[C:2](Cl)(Cl)[CH2:3][CH2:4][CH2:5][CH2:6][CH2:7][CH2:8][CH2:9][CH2:10][CH2:11][CH2:12][CH2:13][CH2:14][CH2:15][CH2:16][CH2:17][CH2:18][CH2:19][CH2:20][CH2:21][CH2:22][CH2:23][CH2:24][CH2:25][CH2:26][CH2:27][CH2:28][CH2:29][CH2:30][CH3:31].[CH2:34](Br)CCCCCCCCCCCCCCCCCCC.C([Mg]Br)=CCCCCCCCCC>>[CH3:31][CH2:30][CH2:29][CH2:28][CH2:27][CH2:26][CH2:25][CH2:24][CH2:23][CH2:22][CH2:21][CH2:20][CH2:19][CH2:18][CH2:17][CH2:16][CH2:15][CH2:14][CH2:13][CH2:12][CH2:11][CH2:10][CH2:9][CH2:8][CH2:7][CH2:6][CH2:5][CH2:4][CH2:3][CH2:2][CH3:34]. Procedure details: In accordance with (1--1) and (1-2) of Example 1, using eicosanyl bromide and undecenylmagnesium bromide as the raw material, a similar reaction was carried out to obtain hentriacontane as the intermediate product and then by another reaction 1,1,1-trichlorodotriacontane was obtained. One gram of the thus obtained, 1,1,1-trichlorodotriacontane dissolved in 6 ml of n-butyl alcohol was placed in a 50-ml conical flask and 1.4 ml of distilled water and 2.5 g of potassium hydroxide were added to the ... The reactants are C(C)(C)(C)ONC(=O)C1N(CCNC1)S(=O)(=O)C1=CC=C(C=C1)OC ((+)-N-(t-butyloxy)-1-(4-methoxybenzenesulfonyl)-2-piperazinecarboxamide), ClC(C)Cl (dichloroethane). Reagents/catalysts: C(C)O (ethanol). Run at temperature -10 celsius, time 24 hour. Product: Cl.ONC(=O)C1N(CCNC1)S(=O)(=O)C1=CC=C(C=C1)OC ((+)-N-hydroxy-1-(4-methoxybenzenesulfonyl)-2-piperazinecarboxamide hydrochloride). As a reaction SMILES: C([O:5][NH:6][C:7]([CH:9]1[CH2:14][NH:13][CH2:12][CH2:11][N:10]1[S:15]([C:18]1[CH:23]=[CH:22][C:21]([O:24][CH3:25])=[CH:20][CH:19]=1)(=[O:17])=[O:16])=[O:8])(C)(C)C.[Cl:26]C(Cl)C>C(O)C>[ClH:26].[OH:5][NH:6][C:7]([CH:9]1[CH2:14][NH:13][CH2:12][CH2:11][N:10]1[S:15]([C:18]1[CH:23]=[CH:22][C:21]([O:24][CH3:25])=[CH:20][CH:19]=1)(=[O:17])=[O:16])=[O:8] |f:3.4|. Procedure: To a solution of (+)-N-(t-butyloxy)-1-(4-methoxybenzenesulfonyl)-2-piperazinecarboxamide (30 mg, in dichloroethane is added ethanol (1 drop). The solution is cooled to -10° C. and hydrogen chloride gase is bubbled through for 5 minutes. The reaction is then sealed and stirred for 24 hours at which time the volume is reduced to 1/3 by evaporation and the precipitated solids are filtered and dried (in vacuo) to give (+)-N-hydroxy-1-(4-methoxybenzenesulfonyl)-2-piperazinecarboxamide hydrochloride a... Starting materials: ClC1=CC=C(C=C1)NN (p-chlorophenylhydrazine), ClC1=C(C=NC=2CCCCC12)C(=O)OCC (ethyl 4-chloro-5,6,7,8-tetrahydroquinoline-3-carboxylate). The solvent is C(CCC)O (n-butanol). Product: Cl.ClC1=CC=C(C=C1)N1N=C2C(=CNC=3CCCCC23)C1=O (2-p-chlorophenyl-2,3,6,7,8,9-hexahydropyrazolo[4,3-c]quinolin-3(5H)-one hydrochloride). Reaction SMILES: [Cl:1][C:2]1[CH:7]=[CH:6][C:5]([NH:8][NH2:9])=[CH:4][CH:3]=1.Cl[C:11]1[C:20]2[CH2:19][CH2:18][CH2:17][CH2:16][C:15]=2[N:14]=[CH:13][C:12]=1[C:21](OCC)=[O:22]>C(O)CCC>[ClH:1].[Cl:1][C:2]1[CH:7]=[CH:6][C:5]([N:8]2[C:21](=[O:22])[C:12]3=[CH:13][NH:14][C:15]4[CH2:16][CH2:17][CH2:18][CH2:19][C:20]=4[C:11]3=[N:9]2)=[CH:4][CH:3]=1 |f:3.4|. Procedure: A mixture of 3.0 g of p-chlorophenylhydrazine and 4.5 g of ethyl 4-chloro-5,6,7,8-tetrahydroquinoline-3-carboxylate (Example 2b) in 150 mL of n-butanol is refluxed for 24 hours under nitrogen atmosphere. The mixture is then evaporated to dryness and the residue is triturated with ether obtaining a yellow solid. This material is dissolved in 750 mL of hot ethanol, decolorized with charcoal, and concentrated to a smaller volume to precipitate a yellow crystalline solid. This material is recrystall... Reactants: C1COCCO1, CCOC(=O)Cc1[nH]c2ccccc2c1C=O, [Na+], [OH-], O. The product is O=Cc1c(CC(=O)O)[nH]c2ccccc12. RXN SMILES: [CH2:21]1[O:22][CH2:23][CH2:24][O:25][CH2:26]1.[CH:1](=[O:2])[c:3]1[c:4]([CH2:12][C:13](=[O:14])[O:15][CH2:16][CH3:17])[nH:5][c:6]2[cH:7][cH:8][cH:9][cH:10][c:11]12.[Na+:19].[OH-:18].[OH2:20]>>[CH:1](=[O:2])[c:3]1[c:4]([CH2:12][C:13](=[O:14])[OH:15])[nH:5][c:6]2[cH:7][cH:8][cH:9][cH:10][c:11]12. Reactants: N(=O)[O-].[Na+] (Sodium nitrite), C(C1=CC=CC=C1)CC(=O)O.C(C1=CC=CC=C1)OC(CC(=O)C)=O (acetoacetic acid benzylester (benzylacetate)). The solvent is O (water), O (water), C(C)(=O)O (acetic acid). The product is C(C1=CC=CC=C1)OC(CC(=O)C=NO)=O (Oximinoacetoacetic acid benzyl ester). RXN SMILES: [N:1]([O-:3])=O.[Na+].C(CC(O)=O)C1C=CC=CC=1.[CH2:16]([O:23][C:24](=[O:29])[CH2:25][C:26]([CH3:28])=[O:27])[C:17]1[CH:22]=[CH:21][CH:20]=[CH:19][CH:18]=1>O.C(O)(=O)C>[CH2:16]([O:23][C:24](=[O:29])[CH2:25][C:26]([CH:28]=[N:1][OH:3])=[O:27])[C:17]1[CH:22]=[CH:21][CH:20]=[CH:19][CH:18]=1 |f:0.1,2.3|. Procedure details: 450 g of Sodium nitrite in 600 ml of water are added dropwise, at 0° over 3 hrs. to a solution of 1000 ml acetoacetic acid benzylester (benzylacetate) in 1000 ml of glacial acetic acid and the mixture stirred for 18 hrs. at room temperature. After the addition of 3000 ml of water the mixture is extracted three times with 1500 ml portions of dichloromethane. The combined extracts are washed twice with 500 ml portions of water. Potassium carbonate is added with thorough stirring until the aqueous ...